This data is from the Open Reaction Database (ORD), a public repository of structured organic reaction records. The task is: describe an organic reaction: reactants, conditions, products, and yield The reactants are C1(CCCC1)CC(=O)C1=CC=C(C=C1)OC (α-Cyclopentyl-p-methoxyacetophenone), [H-].[Na+] (NaH), Ice water, C(C)I (Ethyl iodide). Run in COCCOC (DME), COCCOC (DME). Conditions: time 2 hour. Yields the product C1(CCCC1)C(C(=O)C1=CC=C(C=C1)OC)CC (α-cyclopentyl-p-methoxybutyrophenone). The yield is 2888.9%. RXN SMILES: [CH:1]1([CH2:6][C:7]([C:9]2[CH:14]=[CH:13][C:12]([O:15][CH3:16])=[CH:11][CH:10]=2)=[O:8])[CH2:5][CH2:4][CH2:3][CH2:2]1.[H-].[Na+].[CH2:19](I)[CH3:20]>COCCOC>[CH:1]1([CH:6]([CH2:19][CH3:20])[C:7]([C:9]2[CH:14]=[CH:13][C:12]([O:15][CH3:16])=[CH:11][CH:10]=2)=[O:8])[CH2:5][CH2:4][CH2:3][CH2:2]1 |f:1.2|. Reported procedure: α-Cyclopentyl-p-methoxyacetophenone (13.0 g, 0.06 mol) was added slowly in dry DME (DME=Dimethoxyethane) to the suspension of NaH (8 g, 55-60% dispersion, 0.018 mmol) in dry DME under N2 atmosphere at room temperature. The suspension was stirred over night. Ethyl iodide (27.7 g, 0.18 mmol) was added and stirring continued for another two hours. Ice water was added cautiously and the water layer extracted with toluene. The organic layer was washed with water, dried and evaporated to give 12.7 g (... The reactants are ClC1=CC=C(C=C1)C(C(C)=NO)=NNC(=S)N (4'-chloro-2-hydroxyiminopropiophenone thiosemicarbazone), C([O-])([O-])=O.[K+].[K+] (potassium carbonate), C (charcoal). The solvent is O (water). Conditions: time 15 minute. The product is ClC1=CC=C(C=C1)C1=C(N=C(N=N1)SC)C (6-(4-chlorophenyl)-5-methyl-3-methylthio-1,2,4-triazine). Isolated yield 58.0%. Reaction SMILES: [Cl:1][C:2]1[CH:7]=[CH:6][C:5]([C:8](=[N:13][NH:14][C:15]([NH2:17])=[S:16])[C:9](=NO)[CH3:10])=[CH:4][CH:3]=1.[C:18](=O)([O-])[O-].[K+].[K+].C>O>[Cl:1][C:2]1[CH:3]=[CH:4][C:5]([C:8]2[N:13]=[N:14][C:15]([S:16][CH3:18])=[N:17][C:9]=2[CH3:10])=[CH:6][CH:7]=1 |f:1.2.3|. Procedure details: A mixture of 4'-chloro-2-hydroxyiminopropiophenone thiosemicarbazone (113.21 g), potassium carbonate (128.71 g) and water (990 ml) was refluxed for 25 hours with stirring, and the reaction mixture was treated with activated charcoal and filtered by suction. To the filtrate was added dropwise methyl iodide (76 g) with stirring, and the stirring was continued for 15 minutes at room temperature. The resulting solid was collected by filtration, washed with water and dissolved in chloroform. The solu... Starting materials: CN, COc1cccc(OC2CN(C(=O)Cl)C2)c1, C1CCOC1, O. Product: CNC(=O)N1CC(Oc2cccc(OC)c2)C1. As a reaction SMILES: [CH3:17][NH2:18].[CH3:1][O:2][c:3]1[cH:4][c:5]([O:6][CH:7]2[CH2:8][N:9]([C:11](=[O:12])[Cl:13])[CH2:10]2)[cH:14][cH:15][cH:16]1.[O:19]1[CH2:20][CH2:21][CH2:22][CH2:23]1.[OH2:24]>>[CH3:1][O:2][c:3]1[cH:4][c:5]([O:6][CH:7]2[CH2:8][N:9]([C:11](=[O:12])[NH:18][CH3:17])[CH2:10]2)[cH:14][cH:15][cH:16]1. The reactants are COc1cccc(OC)c1-c1ccc(CC(NC(=O)C2(S(=O)(=O)c3ccccc3)CCCN(C(=O)OC(C)(C)C)C2)C(=O)O)c(OCc2ccccc2)c1, O=C(O)C(F)(F)F. Yields the product COc1cccc(OC)c1-c1ccc(CC(NC(=O)C2(S(=O)(=O)c3ccccc3)CCCNC2)C(=O)O)c(OCc2ccccc2)c1. RXN SMILES: [C:1]([O:2][C:3]([CH3:4])([CH3:5])[CH3:6])(=[O:7])[N:8]1[CH2:9][C:10]([C:11](=[O:12])[NH:13][CH:14]([CH2:15][c:16]2[c:17]([O:32][CH2:33][c:34]3[cH:35][cH:36][cH:37][cH:38][cH:39]3)[cH:18][c:19](-[c:22]3[c:23]([O:30][CH3:31])[cH:24][cH:25][cH:26][c:27]3[O:28][CH3:29])[cH:20][cH:21]2)[C:40](=[O:41])[OH:42])([S:46](=[O:47])(=[O:48])[c:49]2[cH:50][cH:51][cH:52][cH:53][cH:54]2)[CH2:43][CH2:44][CH2:45]1.[F:55][C:56]([F:57])([F:58])[C:59]([OH:60])=[O:61]>>[NH:8]1[CH2:9][C:10]([C:11](=[O:12])[NH:13][CH:14]([CH2:15][c:16]2[c:17]([O:32][CH2:33][c:34]3[cH:35][cH:36][cH:37][cH:38][cH:39]3)[cH:18][c:19](-[c:22]3[c:23]([O:30][CH3:31])[cH:24][cH:25][cH:26][c:27]3[O:28][CH3:29])[cH:20][cH:21]2)[C:40](=[O:41])[OH:42])([S:46](=[O:47])(=[O:48])[c:49]2[cH:50][cH:51][cH:52][cH:53][cH:54]2)[CH2:43][CH2:44][CH2:45]1. Reactants: CCCCOB(OCCCC)OCCCC, CCCCN, CCOC(C)=O, O=Cc1ccc(O)cc1Cl, Cl, [Na+], O=C([O-])O, COc1cc(C=CC(=O)CC(C)=O)ccc1O. Yields the product COc1cc(C=CC(=O)CC(=O)C=Cc2ccc(O)cc2Cl)ccc1O. As a reaction SMILES: [B:28]([O:29][CH2:30][CH2:31][CH2:32][CH3:33])([O:34][CH2:35][CH2:36][CH2:37][CH3:38])[O:39][CH2:40][CH2:41][CH2:42][CH3:43].[CH2:44]([NH2:45])[CH2:46][CH2:47][CH3:48].[CH3:55][CH2:56][O:57][C:58](=[O:59])[CH3:60].[Cl:18][c:19]1[c:20]([CH:21]=[O:22])[cH:23][cH:24][c:25]([OH:27])[cH:26]1.[ClH:49].[Na+:54].[O-:50][C:51]([OH:52])=[O:53].[OH:1][c:2]1[c:3]([O:16][CH3:17])[cH:4][c:5]([CH:8]=[CH:9][C:10]([CH2:11][C:12]([CH3:13])=[O:14])=[O:15])[cH:6][cH:7]1>>[OH:1][c:2]1[c:3]([O:16][CH3:17])[cH:4][c:5]([CH:8]=[CH:9][C:10]([CH2:11][C:12]([CH:13]=[CH:21][c:20]2[c:19]([Cl:18])[cH:26][c:25]([OH:27])[cH:24][cH:23]2)=[O:14])=[O:15])[cH:6][cH:7]1. Reactants: C1=CC(=CC(=C1)Cl)C(=O)OO (mCPBA), C1=CC(=CC(=C1)Cl)C(=O)OO (mCPBA), C1=CC(=CC(=C1)Cl)C(=O)OO (mCPBA), CS(=O)(=O)N1CC=2N(C3=C(C=NC4=CC=CC=C34)N2)CCC1 (9-(methylsulfonyl)-9,10,11,12-tetrahydro-8H-[1,4]diazepino[1′,2′:1,2]imidazo[4,5-c]quinoline), C1=CC(=CC(=C1)Cl)C(=O)OO (mCPBA), [OH-].[NH4+] (Ammonium hydroxide), C1(=CC=C(C=C1)S(=O)(=O)Cl)C (p-toluenesulfonyl chloride). The solvent is C(Cl)(Cl)Cl (chloroform). Run at time 30 minute. Product: CS(=O)(=O)N1CC=2N(C3=C(C=[N+](C4=CC=CC=C34)[O-])N2)CCC1 (9-(methylsulfonyl)-5-oxido-9,10,11,12-tetrahydro-8H-[1,4]diazepino[1′,2′:1,2]imidazo[4,5-c]quinoline). As a reaction SMILES: C1C=C(Cl)C=C(C(OO)=[O:9])C=1.[CH3:12][S:13]([N:16]1[CH2:33][CH2:32][CH2:31][N:19]2[C:20]3[C:29]4[C:24](=[CH:25][CH:26]=[CH:27][CH:28]=4)[N:23]=[CH:22][C:21]=3[N:30]=[C:18]2[CH2:17]1)(=[O:15])=[O:14].[OH-].[NH4+].C1(C)C=CC(S(Cl)(=O)=O)=CC=1>C(Cl)(Cl)Cl>[CH3:12][S:13]([N:16]1[CH2:33][CH2:32][CH2:31][N:19]2[C:20]3[C:29]4[C:24](=[CH:25][CH:26]=[CH:27][CH:28]=4)[N+:23]([O-:9])=[CH:22][C:21]=3[N:30]=[C:18]2[CH2:17]1)(=[O:15])=[O:14] |f:2.3|. Reported procedure: mCPBA (2.55 g of 77%, 11.38 mmol) was added to a suspension of 9-(methylsulfonyl)-9,10,11,12-tetrahydro-8H-[1,4]diazepino[1′,2′:1,2]imidazo[4,5-c]quinoline (3.0 g, 9.5 mmol) in chloroform, and the reaction was stirred for 30 minutes at ambient temperature. The reaction was incomplete as determined by LC/MS analysis. Additional mCPBA (approximately 0.5 equivalent) was added twice, and the reaction was stirred overnight. The solvent was removed under reduced pressure, and a solution of potassium h... Yields the product CC1CN(CC(N1)C)C(C1=CC(=CC=C1)O)C=1C=C(C(=O)N(CC)CC)C=CC1 ((±)-3-(α-(3,5-Dimethyl-1-piperazinyl)-3-hydroxybenzyl)-N,N-diethylbenzamide), C(C=C)N1[C@@H](CN(C[C@@H]1C)C(C1=CC(=CC=C1)O)C=1C=C(C(=O)N(CC)CC)C=CC1)C ((±)-cis-3-(α-(4-allyl-3,5-dimethyl-1-piperazinyl)-3-hydroxybenzyl)-N,N-diethylbenzamide). Procedure details: (±)-3-(α-(3,5-Dimethyl-1-piperazinyl)-3-hydroxybenzyl)-N,N-diethylbenzamide was prepared from 3-(3-((tert-butyldimethyl-silyl)oxy)-α-chlorobenzyl)-N,N-diethylbenzamide (Example 1, infra) and cis-2,6-dimethylpiperazine according to the methods of Example 1. This material was then alkylated with allyl bromide and deprotected by methods similar to that in Example 4 to give (±)-cis-3-(α-(4-allyl-3,5-dimethyl-1-piperazinyl)-3-hydroxybenzyl)-N,N-diethylbenzamide. NMR (DMSO-d6, 200 MHz): δ0.87 (d, J=3.... The reactants are C(C=C)Br (allyl bromide), C(C)(C)(C)[Si](OC=1C=C(C(Cl)C=2C=C(C(=O)N(CC)CC)C=CC2)C=CC1)(C)C (3-(3-((tert-butyldimethyl-silyl)oxy)-α-chlorobenzyl)-N,N-diethylbenzamide), C[C@@H]1N[C@@H](CNC1)C (cis-2,6-dimethylpiperazine). RXN SMILES: C([Si](C)(C)[O:6][C:7]1[CH:8]=[C:9]([CH:25]=[CH:26][CH:27]=1)[CH:10]([C:12]1[CH:13]=[C:14]([CH:22]=[CH:23][CH:24]=1)[C:15]([N:17]([CH2:20][CH3:21])[CH2:18][CH3:19])=[O:16])Cl)(C)(C)C.[CH3:30][C@H:31]1[CH2:36][NH:35][CH2:34][C@@H:33]([CH3:37])[NH:32]1.[CH2:38](Br)[CH:39]=[CH2:40]>>[CH3:30][CH:31]1[NH:32][CH:33]([CH3:37])[CH2:34][N:35]([CH:10]([C:12]2[CH:13]=[C:14]([CH:22]=[CH:23][CH:24]=2)[C:15]([N:17]([CH2:18][CH3:19])[CH2:20][CH3:21])=[O:16])[C:9]2[CH:25]=[CH:26][CH:27]=[C:7]([OH:6])[CH:8]=2)[CH2:36]1.[CH2:40]([N:32]1[C@@H:33]([CH3:37])[CH2:34][N:35]([CH:10]([C:12]2[CH:13]=[C:14]([CH:22]=[CH:23][CH:24]=2)[C:15]([N:17]([CH2:18][CH3:19])[CH2:20][CH3:21])=[O:16])[C:9]2[CH:25]=[CH:26][CH:27]=[C:7]([OH:6])[CH:8]=2)[CH2:36][C@H:31]1[CH3:30])[CH:39]=[CH2:38].